Dataset: the Open Reaction Database (ORD), a public repository of structured organic reaction records. Task: describe an organic reaction: reactants, conditions, products, and yield Reactants: C(C)(C)(C)C1=NN(C(=C1)NC(C1=C(C=CC(=C1)Cl)OC)=O)C[C@H]1OCCC1 (N-{3-tert-butyl-1-[(2S)-tetrahydrofuran-2-ylmethyl]-1H-pyrazol-5-yl}-5-chloro-2-methoxybenzamide), COS(=O)(=O)OC (dimethylsulfate). The solvent is C1(=CC=CC=C1)C (toluene). Run at temperature 110 celsius. Product: C(C)(=O)[O-].[NH4+] (ammonium acetate), C(C)(C)(C)C1=CC(N(N1C)C[C@H]1OCCC1)=NC(C1=C(C=CC(=C1)Cl)OC)=O (N-{5-tert-butyl-1-methyl-2-[(2S)-tetrahydrofuran-2-ylmethyl]-1,2-dihydro-3H-pyrazol-3-ylidene}-5-chloro-2-methoxybenzamide). Yield: 97.2%. As a reaction SMILES: [C:1]([C:5]1[CH:9]=[C:8]([NH:10][C:11](=[O:21])[C:12]2[CH:17]=[C:16]([Cl:18])[CH:15]=[CH:14][C:13]=2[O:19][CH3:20])[N:7]([CH2:22][C@@H:23]2[CH2:27][CH2:26][CH2:25][O:24]2)[N:6]=1)([CH3:4])([CH3:3])[CH3:2].[CH3:28][O:29]S(OC)(=O)=O>C1(C)C=CC=CC=1>[C:23]([O-:29])(=[O:24])[CH3:27].[NH4+:6].[C:1]([C:5]1[N:6]([CH3:28])[N:7]([CH2:22][C@@H:23]2[CH2:27][CH2:26][CH2:25][O:24]2)[C:8](=[N:10][C:11](=[O:21])[C:12]2[CH:17]=[C:16]([Cl:18])[CH:15]=[CH:14][C:13]=2[O:19][CH3:20])[CH:9]=1)([CH3:4])([CH3:2])[CH3:3] |f:3.4|. Reported procedure: To the product from Example 12D (298 mg, 0.76 mmol) in toluene (6 mL) was added dimethylsulfate (0.145 mL, 1.52 mmol). The mixture was heated at 110° C. for 48 hours and concentrated under reduced pressure. The residue was dissolved in 1:1 dimethylsulfoxide/methanol and purified by reverse phase preparative HPLC on a Waters Nova-Pak® HR C18 6 um 60 Å Prep-Pak® cartridge column (40 mm×100 mm) using a gradient of 0% to 70% acetonitrile: 10 mM ammonium acetate over 8 min (10 min run time) at a flow... The reactants are C(C1=CC=CC=C1)OC1=C(C=C(C(=O)C2=CC(=NC=N2)N2CCC(CC2)N2C(NC3=NC=CC=C32)=O)C=C1C)C (1-{1-[6-(4-benzyloxy-3,5-dimethyl-benzoyl)-pyrimidin-4-yl]-piperidin-4-yl}-1,3-dihydro-imidazo[4,5-b]pyridin-2-one), [H][H] (hydrogen). The reagents and catalysts are [Pd] (palladium/charcoal). Solvent: CO (MeOH). Conditions: time 1 hour. Yields the product OC1=C(C=C(C(=O)C2=CC(=NC=N2)N2CCC(CC2)N2C(NC3=NC=CC=C32)=O)C=C1C)C (1-{1-[6-(4-hydroxy-3,5-dimethyl-benzoyl)-pyrimidin-4-yl]-piperidin-4-yl}-1,3-dihydro-imidazo[4,5-b]pyridin-2-one). Reaction SMILES: C([O:8][C:9]1[C:38]([CH3:39])=[CH:37][C:12]([C:13]([C:15]2[N:20]=[CH:19][N:18]=[C:17]([N:21]3[CH2:26][CH2:25][CH:24]([N:27]4[C:35]5[C:30](=[N:31][CH:32]=[CH:33][CH:34]=5)[NH:29][C:28]4=[O:36])[CH2:23][CH2:22]3)[CH:16]=2)=[O:14])=[CH:11][C:10]=1[CH3:40])C1C=CC=CC=1.[H][H]>CO.[Pd]>[OH:8][C:9]1[C:10]([CH3:40])=[CH:11][C:12]([C:13]([C:15]2[N:20]=[CH:19][N:18]=[C:17]([N:21]3[CH2:26][CH2:25][CH:24]([N:27]4[C:35]5[C:30](=[N:31][CH:32]=[CH:33][CH:34]=5)[NH:29][C:28]4=[O:36])[CH2:23][CH2:22]3)[CH:16]=2)=[O:14])=[CH:37][C:38]=1[CH3:39]. Procedure details: 50 mg palladium/charcoal (10%) were added to 390 mg (0.7 mmol) 1-{1-[6-(4-benzyloxy-3,5-dimethyl-benzoyl)-pyrimidin-4-yl]-piperidin-4-yl}-1,3-dihydro-imidazo[4,5-b]pyridin-2-one in 50 mL MeOH and the mixture was hydrogenated for 40 min in a 5 psi hydrogen atmosphere at RT. The catalyst was removed by suction filtering and the filtrate was evaporated down. The residue was triturated with some MeOH, suction filtered and washed with diethyl ether. The suction filtered catalyst was decocted with 120... The reactants are C1(CCCCC1)N=C=NC1CCCCC1 (dicyclohexylcarbodiimide), C(CCCC)[C@@H]1CC[C@H](CC1)[C@@H]1CC[C@H](CC1)C(=O)O (trans-4-(trans-4-pentylcyclohexyl)-cyclohexanecarboxylic acid), CN(C)C1=NC=CC=C1 (dimethylamino-pyridine), FC(C(F)(F)F)(C1=CC=C(C=C1)O)F (4-(pentafluoroethyl)-phenol). Run in C(Cl)Cl (CH2Cl2), C(Cl)Cl (CH2Cl2). Yields the product C(CCCC)[C@@H]1CC[C@H](CC1)[C@@H]1CC[C@H](CC1)C(=O)OC1=CC=C(C=C1)C(C(F)(F)F)(F)F (4-(pentafluoroethyl)-phenyl trans-4-(trans-4-pentylcyclohexyl)-cyclohexanoate). As a reaction SMILES: C1(N=C=NC2CCCCC2)CCCCC1.[F:16][C:17]([F:29])([C:22]1[CH:27]=[CH:26][C:25]([OH:28])=[CH:24][CH:23]=1)[C:18]([F:21])([F:20])[F:19].[CH2:30]([C@H:35]1[CH2:40][CH2:39][C@H:38]([C@H:41]2[CH2:46][CH2:45][C@H:44]([C:47](O)=[O:48])[CH2:43][CH2:42]2)[CH2:37][CH2:36]1)[CH2:31][CH2:32][CH2:33][CH3:34].CN(C1C=CC=CN=1)C>C(Cl)Cl>[CH2:30]([C@H:35]1[CH2:40][CH2:39][C@H:38]([C@H:41]2[CH2:42][CH2:43][C@H:44]([C:47]([O:28][C:25]3[CH:26]=[CH:27][C:22]([C:17]([F:29])([F:16])[C:18]([F:20])([F:19])[F:21])=[CH:23][CH:24]=3)=[O:48])[CH2:45][CH2:46]2)[CH2:37][CH2:36]1)[CH2:31][CH2:32][CH2:33][CH3:34]. Procedure: 0.1 mol of dicyclohexylcarbodiimide (DCC) in 30 ml of CH2Cl2 is added with stirring at about 10° to a mixture of 0.1 mol of 4-(pentafluoroethyl)-phenol (preparation analogously to Bull. Chem. Soc. Japan, 57 (1984) 3361), 0.1 mol of trans-4-(trans-4-pentylcyclohexyl)-cyclohexanecarboxylic acid and 0.01 mol of dimethylamino-pyridine and 150 ml of CH2Cl2, and the mixture is then stirred for 15 hours at room temperature. It is filtered over silica gel, the solvent is evaporated and further purificat... RXN SMILES: [Cl:1][C:2]1[CH:3]=[C:4]([C:19]([O:21]C)=[O:20])[C:5](=[O:18])[NH:6][C:7]=1[C:8]([F:17])([F:16])[C:9]([F:15])([F:14])[C:10]([F:13])([F:12])[F:11].[OH-].[Li+]>CO.O>[Cl:1][C:2]1[CH:3]=[C:4]([C:19]([OH:21])=[O:20])[C:5](=[O:18])[NH:6][C:7]=1[C:8]([F:16])([F:17])[C:9]([F:15])([F:14])[C:10]([F:12])([F:13])[F:11] |f:1.2|. Solvent: CO (methanol), O (water). Procedure details: 1.54 g (4.33 mmol) of methyl 5-chloro-6-(heptafluoropropyl)-2-oxo-1,2-dihydropyridine-3-carboxylate were dissolved in 23 ml of methanol, and a solution of 0.16 g (6.5 mmol) of lithium hydroxide in 13 ml of water was added. After two hours of heating under reflux, the methanol was distilled off, and the aqueous solution that remained was washed with dichloromethane. The aqueous phase was then acidified with 2N hydrochloric acid and extracted with dichloromethane. Drying and concentration of the e... The reactants are ClC=1C=C(C(NC1C(C(C(F)(F)F)(F)F)(F)F)=O)C(=O)OC (methyl 5-chloro-6-(heptafluoropropyl)-2-oxo-1,2-dihydropyridine-3-carboxylate), [OH-].[Li+] (lithium hydroxide). Product: ClC=1C=C(C(NC1C(C(C(F)(F)F)(F)F)(F)F)=O)C(=O)O (5-Chloro-6-(heptafluoropropyl)-2-oxo-1,2-dihydropyridine-3-carboxylic acid). The reactants are CCCCCCCNCC, CCN=C=NCCCN(C)C, CN(C)C=O, CCOC(C)=O, Cl, O=C(O)Cc1ccc([N+](=O)[O-])cc1, On1nnc2ccccc21. Yields the product CCCCCCCN(CC)C(=O)Cc1ccc([N+](=O)[O-])cc1. Reaction SMILES: [CH2:14]([CH3:15])[NH:16][CH2:17][CH2:18][CH2:19][CH2:20][CH2:21][CH2:22][CH3:23].[CH2:35]([N:36]=[C:37]=[N:38][CH2:39][CH2:40][CH2:41][N:42]([CH3:43])[CH3:44])[CH3:45].[CH3:46][N:47]([CH3:48])[CH:49]=[O:50].[CH3:51][CH2:52][O:53][C:54](=[O:55])[CH3:56].[ClH:34].[N+:1](=[O:2])([O-:3])[c:4]1[cH:5][cH:6][c:7]([CH2:10][C:11](=[O:12])[OH:13])[cH:8][cH:9]1.[OH:24][n:25]1[c:26]2[cH:27][cH:28][cH:29][cH:30][c:31]2[n:32][n:33]1>>[N+:1](=[O:2])([O-:3])[c:4]1[cH:5][cH:6][c:7]([CH2:10][C:11](=[O:13])[N:16]([CH2:14][CH3:15])[CH2:17][CH2:18][CH2:19][CH2:20][CH2:21][CH2:22][CH3:23])[cH:8][cH:9]1. Starting materials: C1CCOC1 (THF), C(\C=C\C(=O)O)(=O)O (fumaric acid), C(C=C)(=O)OCO (hydroxymethyl acrylate). The reagents and catalysts are CC(C)(C#N)N=NC(C)(C)C#N (AIBN). The solvent is C(C)C(C)(CC)OC(C)(CC)CC (diethylethyl ether). Yields the product C(\C=C\C(=O)O)(=O)O.C(C=C)(=O)OCO (Fumaric Acid Hydroxymethyl Acrylate). Yield: 100.0%. As a reaction SMILES: C1COCC1.[C:6]([OH:13])(=[O:12])/[CH:7]=[CH:8]/[C:9]([OH:11])=[O:10].[C:14]([O:18][CH2:19][OH:20])(=[O:17])[CH:15]=[CH2:16]>C(C(OC(CC)(CC)C)(CC)C)C.CC(N=NC(C#N)(C)C)(C#N)C>[C:6]([OH:13])(=[O:12])/[CH:7]=[CH:8]/[C:9]([OH:11])=[O:10].[C:14]([O:18][CH2:19][OH:20])(=[O:17])[CH:15]=[CH2:16] |f:5.6|. Procedure: To 20 g of THF were added 5 g of fumaric acid, 5 g of hydroxymethyl acrylate and 0.1 g of AIBN. The resulting mixture was reacted at 67° C. for 3 hours, after which, the resulting solution was dropped in diethylethyl ether, thereby obtaining 9.4 g of a photoresist polymer of Formula (IIb). Reactants: C(C)(=O)OCC.Cl (hydrogen chloride-ethyl acetate), C(C)(C)(C)OC(=O)N(C)CC=1C=C(N(C1)S(=O)(=O)C1=C(C(=O)O)C=CC=C1)C1=CC=CC=C1 (2-[(4-{[(tert-Butoxycarbonyl)(methyl)amino]methyl}-2-phenyl-1H-pyrrol-1-yl)sulfonyl]benzoic acid), CO (methanol). The solvent is C(C)(=O)OCC (ethyl acetate). Run at time 3 hour. Product: Cl.CNCC=1C=C(N(C1)S(=O)(=O)C1=C(C(=O)O)C=CC=C1)C1=CC=CC=C1 (2-({4-[(Methylamino)methyl]-2-phenyl-1H-pyrrol-1-yl}sulfonyl)benzoic acid hydrochloride). The yield is 50.0%. RXN SMILES: C(O[C:6]([N:8]([CH2:10][C:11]1[CH:12]=[C:13]([C:28]2[CH:33]=[CH:32][CH:31]=[CH:30][CH:29]=2)[N:14]([S:16]([C:19]2[CH:27]=[CH:26][CH:25]=[CH:24][C:20]=2[C:21]([OH:23])=[O:22])(=[O:18])=[O:17])[CH:15]=1)C)=O)(C)(C)C.C(OCC)(=O)C.[ClH:40].CO>C(OCC)(=O)C>[ClH:40].[CH3:6][NH:8][CH2:10][C:11]1[CH:12]=[C:13]([C:28]2[CH:33]=[CH:32][CH:31]=[CH:30][CH:29]=2)[N:14]([S:16]([C:19]2[CH:27]=[CH:26][CH:25]=[CH:24][C:20]=2[C:21]([OH:23])=[O:22])(=[O:18])=[O:17])[CH:15]=1 |f:1.2,5.6|. Procedure details: 2-[(4-{[(tert-Butoxycarbonyl)(methyl)amino]methyl}-2-phenyl-1H-pyrrol-1-yl)sulfonyl]benzoic acid (256 mg) was dissolved in ethyl acetate (1 mL), and 4 mol/L hydrogen chloride-ethyl acetate solution (1 mL) was added at room temperature. After stirring at the same temperature for 3 hr, the reaction mixture was homogenized with methanol, activated carbon was added and the mixture was filtered through celite. The filtrate was concentrated under reduced pressure, and the residue was crystallized from...